From a dataset of the Open Reaction Database (ORD), a public repository of structured organic reaction records. describe an organic reaction: reactants, conditions, products, and yield The reactants are C(O)([O-])=O.[Na+] (sodium hydrogen carbonate), C1(CC1)C1=CC=C2C(=CC(N(C2=C1)CC=O)=O)C ((7-cyclopropyl-4-methyl-2-oxo-1,2-dihydroquinolin-1-yl)acetaldehyde), O1CCOC2=C1C=CC(=C2)CN(C(OC(C)(C)C)=O)C2CCNCC2 (tert-butyl (2,3-dihydro-1,4-benzodioxin-6-ylmethyl)(piperidin-4-yl)carbamate), C(C)(=O)O[BH-](OC(C)=O)OC(C)=O.[Na+] (sodium triacetoxyborohydride). Solvent: C(Cl)(Cl)Cl (chloroform), O (Water), C(C)(=O)O (acetic acid), ClCCl (dichloromethane). Run at time 10 minute. Yields the product C1(CC1)C1=CC=C2C(=CC(N(C2=C1)CCN1CCC(CC1)N(C(OC(C)(C)C)=O)CC1=CC2=C(OCCO2)C=C1)=O)C (tert-butyl (1-(2-(7-cyclopropyl-4-methyl-2-oxo-1,2-dihydroquinolin-1-yl)ethyl)piperidin-4-yl)(2,3-dihydro-1,4-benzodioxin-6-ylmethyl)carbamate). The yield is 78.6%. As a reaction SMILES: [CH:1]1([C:4]2[CH:13]=[C:12]3[C:7]([C:8]([CH3:18])=[CH:9][C:10](=[O:17])[N:11]3[CH2:14][CH:15]=O)=[CH:6][CH:5]=2)[CH2:3][CH2:2]1.[O:19]1[C:24]2[CH:25]=[CH:26][C:27]([CH2:29][N:30]([CH:38]3[CH2:43][CH2:42][NH:41][CH2:40][CH2:39]3)[C:31](=[O:37])[O:32][C:33]([CH3:36])([CH3:35])[CH3:34])=[CH:28][C:23]=2[O:22][CH2:21][CH2:20]1.C(O[BH-](OC(=O)C)OC(=O)C)(=O)C.[Na+].C(=O)([O-])O.[Na+]>C(Cl)(Cl)Cl.O.C(O)(=O)C.ClCCl>[CH:1]1([C:4]2[CH:13]=[C:12]3[C:7]([C:8]([CH3:18])=[CH:9][C:10](=[O:17])[N:11]3[CH2:14][CH2:15][N:41]3[CH2:42][CH2:43][CH:38]([N:30]([CH2:29][C:27]4[CH:26]=[CH:25][C:24]5[O:19][CH2:20][CH2:21][O:22][C:23]=5[CH:28]=4)[C:31](=[O:37])[O:32][C:33]([CH3:35])([CH3:34])[CH3:36])[CH2:39][CH2:40]3)=[CH:6][CH:5]=2)[CH2:3][CH2:2]1 |f:2.3,4.5|. Reported procedure: To 1.5 mL of dichloromethane solution containing 53 mg of (7-cyclopropyl-4-methyl-2-oxo-1,2-dihydroquinolin-1-yl)acetaldehyde, 77 mg of tert-butyl (2,3-dihydro-1,4-benzodioxin-6-ylmethyl)(piperidin-4-yl)carbamate and 15 μL of acetic acid were added, and stirred for 10 min. To the reaction mixture, 70 mg of sodium triacetoxyborohydride was added, and stirred for 30 min. Water, chloroform and aqueous saturated sodium hydrogen carbonate solution were added, the organic layer was separated, and the ... The reactants are ClCCl, Cl, Cc1c(B2OC(C)(C)C(C)(C)O2)ccc(F)c1N, c1ccncc1, O=C(Cl)c1cc2ccccc2s1. Product: Cc1c(B2OC(C)(C)C(C)(C)O2)ccc(F)c1NC(=O)c1cc2ccccc2s1. As a reaction SMILES: [CH2:19]([Cl:20])[Cl:21].[ClH:34].[F:1][c:2]1[cH:3][cH:4][c:5]([B:10]2[O:11][C:12]([CH3:17])([CH3:18])[C:13]([CH3:15])([CH3:16])[O:14]2)[c:6]([CH3:9])[c:7]1[NH2:8].[cH:35]1[cH:36][cH:37][n:38][cH:39][cH:40]1.[s:22]1[c:23]2[c:24]([cH:25][c:26]1[C:27](=[O:28])[Cl:29])[cH:30][cH:31][cH:32][cH:33]2>>[F:1][c:2]1[cH:3][cH:4][c:5]([B:10]2[O:11][C:12]([CH3:17])([CH3:18])[C:13]([CH3:15])([CH3:16])[O:14]2)[c:6]([CH3:9])[c:7]1[NH:8][C:27]([c:26]1[s:22][c:23]2[c:24]([cH:25]1)[cH:30][cH:31][cH:32][cH:33]2)=[O:28]. The reactants are [Br-], C#C[Mg+], C1CCOC1, CON(C)C(=O)c1cn2ncc(C#N)c(Nc3ccc(Oc4ccccc4)cc3)c2c1C. The product is C#CC(=O)c1cn2ncc(C#N)c(Nc3ccc(Oc4ccccc4)cc3)c2c1C. As a reaction SMILES: [Br-:33].[C:34](#[CH:35])[Mg+:36].[CH2:37]1[O:38][CH2:39][CH2:40][CH2:41]1.[CH3:1][O:2][N:3]([C:4](=[O:5])[c:6]1[c:7]([CH3:31])[c:8]2[n:9]([n:10][cH:11][c:12]([C:28]#[N:29])[c:13]2[NH:14][c:15]2[cH:16][cH:17][c:18]([O:21][c:22]3[cH:23][cH:24][cH:25][cH:26][cH:27]3)[cH:19][cH:20]2)[cH:30]1)[CH3:32]>>[C:4](=[O:5])([c:6]1[c:7]([CH3:31])[c:8]2[n:9]([n:10][cH:11][c:12]([C:28]#[N:29])[c:13]2[NH:14][c:15]2[cH:16][cH:17][c:18]([O:21][c:22]3[cH:23][cH:24][cH:25][cH:26][cH:27]3)[cH:19][cH:20]2)[cH:30]1)[C:34]#[CH:35].